From a dataset of the Open Reaction Database (ORD), a public repository of structured organic reaction records. describe an organic reaction: reactants, conditions, products, and yield Yields the product O=C(NCC1CC2CC2N1C(=O)c1ccccc1-c1cccc(Cl)c1)c1cccc2c1OCCO2. The reactants are O=C(NCC1CC2CC2N1)c1cccc2c1OCCO2, O=C(O)c1ccccc1-c1cccc(Cl)c1. Reaction SMILES: [CH:1]12[NH:2][CH:3]([CH2:7][NH:8][C:9](=[O:10])[c:11]3[cH:12][cH:13][cH:14][c:15]4[c:20]3[O:19][CH2:18][CH2:17][O:16]4)[CH2:4][CH:5]1[CH2:6]2.[Cl:21][c:22]1[cH:23][c:24](-[c:28]2[c:29]([C:34](=[O:35])[OH:36])[cH:30][cH:31][cH:32][cH:33]2)[cH:25][cH:26][cH:27]1>>[CH:1]12[N:2]([C:34]([c:29]3[c:28](-[c:24]4[cH:23][c:22]([Cl:21])[cH:27][cH:26][cH:25]4)[cH:33][cH:32][cH:31][cH:30]3)=[O:35])[CH:3]([CH2:7][NH:8][C:9](=[O:10])[c:11]3[cH:12][cH:13][cH:14][c:15]4[c:20]3[O:19][CH2:18][CH2:17][O:16]4)[CH2:4][CH:5]1[CH2:6]2.